Dataset: the Open Reaction Database (ORD), a public repository of structured organic reaction records. Task: describe an organic reaction: reactants, conditions, products, and yield Starting materials: O=C([O-])[O-], CN(C)C=O, CC1CC1C(=O)Nc1cn2nc(I)ccc2n1, [K+], [K+], Nc1cc(O)ccc1F. The product is CC1CC1C(=O)Nc1cn2nc(Oc3ccc(F)c(N)c3)ccc2n1. RXN SMILES: [C:27](=[O:28])([O-:29])[O-:30].[CH3:33][N:34]([CH3:35])[CH:36]=[O:37].[I:10][c:11]1[cH:12][cH:13][c:14]2[n:15]([n:16]1)[cH:17][c:18]([NH:20][C:21](=[O:22])[CH:23]1[CH:24]([CH3:26])[CH2:25]1)[n:19]2.[K+:31].[K+:32].[NH2:1][c:2]1[cH:3][c:4]([OH:9])[cH:5][cH:6][c:7]1[F:8]>>[NH2:1][c:2]1[cH:3][c:4]([O:9][c:11]2[cH:12][cH:13][c:14]3[n:15]([n:16]2)[cH:17][c:18]([NH:20][C:21](=[O:22])[CH:23]2[CH:24]([CH3:26])[CH2:25]2)[n:19]3)[cH:5][cH:6][c:7]1[F:8].